Dataset: the Open Reaction Database (ORD), a public repository of structured organic reaction records. Task: describe an organic reaction: reactants, conditions, products, and yield Starting materials: BrC=1C=C(C=2C(=NN(C2C1)C(C)C)C)C(=O)NCC=1C(NC(=CC1C)C)=O (6-bromo-N-((1,2-dihydro-4,6-dimethyl-2-oxopyridin-3-yl)methyl)-1-isopropyl-3-methyl-1H-indazole-4-carboxamide), 6-(dimethylamino)pyridin-3-yl-3-boronic acid, BrC=1C=C(C=2C(=NNC2C1)C=O)C(=O)OC (methyl 6-bromo-3-formyl-1H-indazole-4-carboxylate), CN(C)C=O (DMF), C([O-])([O-])=O.[Na+].[Na+] (sodium carbonate). Reagents/catalysts: Cl[Pd]([P](C1=CC=CC=C1)(C2=CC=CC=C2)C3=CC=CC=C3)([P](C4=CC=CC=C4)(C5=CC=CC=C5)C6=CC=CC=C6)Cl (PdCl2(PPh3)2). Solvent: O (water). Run at temperature 110 celsius, time 4 hour. The product is CN(C1=CC=C(C=N1)C=1C=C(C=2C(=NN(C2C1)C(C)C)C)C(=O)NCC=1C(NC(=CC1C)C)=O)C (6-(6-(dimethylamino)pyridin-3-yl)-N-((1,2-dihydro-4,6-dimethyl-2-oxopyridin-3-yl)methyl)-1-isopropyl-3-methyl-1H-indazole-4-carboxamide). Reaction SMILES: Br[C:2]1[CH:3]=[C:4]([C:15]([NH:17][CH2:18][C:19]2[C:20](=[O:27])[NH:21][C:22]([CH3:26])=[CH:23][C:24]=2[CH3:25])=[O:16])[C:5]2[C:6]([CH3:14])=[N:7][N:8]([CH:11]([CH3:13])[CH3:12])[C:9]=2[CH:10]=1.Br[C:29]1[CH:30]=[C:31](C(OC)=O)[C:32]2[C:33](C=O)=[N:34]NC=2C=1.C(=O)([O-])[O-].[Na+].[Na+].[CH3:50][N:51](C=O)[CH3:52]>O.Cl[Pd](Cl)([P](C1C=CC=CC=1)(C1C=CC=CC=1)C1C=CC=CC=1)[P](C1C=CC=CC=1)(C1C=CC=CC=1)C1C=CC=CC=1>[CH3:50][N:51]([CH3:52])[C:33]1[N:34]=[CH:29][C:30]([C:2]2[CH:3]=[C:4]([C:15]([NH:17][CH2:18][C:19]3[C:20](=[O:27])[NH:21][C:22]([CH3:26])=[CH:23][C:24]=3[CH3:25])=[O:16])[C:5]3[C:6]([CH3:14])=[N:7][N:8]([CH:11]([CH3:12])[CH3:13])[C:9]=3[CH:10]=2)=[CH:31][CH:32]=1 |f:2.3.4,^1:58,77|. Procedure: To a stirred solution of 6-bromo-N-((1,2-dihydro-4,6-dimethyl-2-oxopyridin-3-yl)methyl)-1-isopropyl-3-methyl-1H-indazole-4-carboxamide (300 mg, 0.696 mmol) in DMF (30 mL) was added 6-(dimethylamino)pyridin-3-yl-3-boronic acid, 1 (127 mg, 0.765 mmol) followed by sodium carbonate (184.4 mg, 1.74 mmol) dissolved in water (3 mL) and degassed with argon for 1 h. Then PdCl2(PPh3)2 (48.8 mg, 0.069 mmol) was added and again degassed with argon for 15 min and stirred at 110° C. for 4 h. The reaction mixt... Starting materials: CCc1cc(Br)ccc1CCO, CC(C)(C)[Si](C)(C)Cl, ClCCl, c1c[nH]cn1. Product: CCc1cc(Br)ccc1CCO[Si](C)(C)C(C)(C)C. Reaction SMILES: [Br:14][c:15]1[cH:16][c:17]([CH2:24][CH3:25])[c:18]([CH2:21][CH2:22][OH:23])[cH:19][cH:20]1.[C:6]([CH3:7])([CH3:8])([CH3:9])[Si:10]([CH3:11])([CH3:12])[Cl:13].[Cl:26][CH2:27][Cl:28].[nH:1]1[cH:2][cH:3][n:4][cH:5]1>>[C:6]([CH3:7])([CH3:8])([CH3:9])[Si:10]([CH3:11])([CH3:12])[O:23][CH2:22][CH2:21][c:18]1[c:17]([CH2:24][CH3:25])[cH:16][c:15]([Br:14])[cH:20][cH:19]1. The reactants are C(C)(C)OC(=O)N1CCC(CC1)OC1=NC=NC(=C1OC)Cl (4-(6-chloro-5-methoxy-pyrimidin-4-yloxy)-piperidine-1-carboxylic acid isopropyl ester), CC1=NC(=CC=C1N)C (2,6-dimethylpyridin-3-amine), CC(C)(C)[O-].[Na+] (sodium 2-methylpropan-2-olate). The reagents and catalysts are C(C)(=O)[O-].[Pd+2].C(C)(=O)[O-] (palladium acetate). The solvent is O1CCOCC1 (dioxane). Yields the product C(C)(C)OC(=O)N1CCC(CC1)OC1=NC=NC(=C1OC)NC=1C(=NC(=CC1)C)C (4-[6-(2,6-dimethyl-pyridin-3-ylamino)-5-methoxy-pyrimidin-4-yloxy]-piperidine-1-carboxylic acid isopropyl ester). As a reaction SMILES: [CH:1]([O:4][C:5]([N:7]1[CH2:12][CH2:11][CH:10]([O:13][C:14]2[C:19]([O:20][CH3:21])=[C:18](Cl)[N:17]=[CH:16][N:15]=2)[CH2:9][CH2:8]1)=[O:6])([CH3:3])[CH3:2].[CH3:23][C:24]1[C:29]([NH2:30])=[CH:28][CH:27]=[C:26]([CH3:31])[N:25]=1.CC([O-])(C)C.[Na+]>O1CCOCC1.C([O-])(=O)C.[Pd+2].C([O-])(=O)C>[CH:1]([O:4][C:5]([N:7]1[CH2:12][CH2:11][CH:10]([O:13][C:14]2[C:19]([O:20][CH3:21])=[C:18]([NH:30][C:29]3[C:24]([CH3:23])=[N:25][C:26]([CH3:31])=[CH:27][CH:28]=3)[N:17]=[CH:16][N:15]=2)[CH2:9][CH2:8]1)=[O:6])([CH3:3])[CH3:2] |f:2.3,5.6.7|. Procedure: A mixture of 4-(6-chloro-5-methoxy-pyrimidin-4-yloxy)-piperidine-1-carboxylic acid isopropyl ester (1.52 g, 4.60 mmol), 2,6-dimethylpyridin-3-amine (0.562 g, 4.60 mmol), palladium acetate (0.0584 g, 0.260 mmol), and sodium 2-methylpropan-2-olate (0.663 g, 6.90 mmol) in 50 mL dioxane was stirred under reflux for 18 h. Mixture was concentrated and extracted with brine and CH2Cl2. Organic phases were dried over MgSO4, filtered, and concentrated. Residue was purified by column chromatography (AcOEt/...